From a dataset of the Open Reaction Database (ORD), a public repository of structured organic reaction records. describe an organic reaction: reactants, conditions, products, and yield The reactants are C(=O)(OC(C)(C)C)N(C1CCC(CC1)N(C(=O)C1=C(C2=C(S1)C(=CC=C2F)F)Cl)CC=2C=C(C=CC2OC)B(O)O)C (3-{[[4-(BOC-methyl-amino)-cyclohexyl]-(3-chloro-4,7-difluoro-benzo[b]thiophene-2-carbonyl)-amino]-methyl}-4-methoxy-benzene boronic acid), BrC1=NC=CC=C1 (2-bromopyridine). Yields the product ClC=1C2=C(SC1C(=O)N(C1CCC(CC1)N(C(OC(C)(C)C)=O)C)CC1=C(C=CC(=C1)C1=NC=CC=C1)OC)C(=CC=C2F)F (tert-Butyl {4-[(3-chloro-4,7-difluoro-benzo[b]thiophene-2-carbonyl)-(2-methoxy-5-pyridin-2-yl-benzyl)-amino]-cyclohexyl}-methyl-carbamate). As a reaction SMILES: [C:1]([N:8]([CH3:42])[CH:9]1[CH2:14][CH2:13][CH:12]([N:15]([CH2:30][C:31]2[CH:32]=[C:33](B(O)O)[CH:34]=[CH:35][C:36]=2[O:37][CH3:38])[C:16]([C:18]2[S:22][C:21]3[C:23]([F:28])=[CH:24][CH:25]=[C:26]([F:27])[C:20]=3[C:19]=2[Cl:29])=[O:17])[CH2:11][CH2:10]1)([O:3][C:4]([CH3:7])([CH3:6])[CH3:5])=[O:2].Br[C:44]1[CH:49]=[CH:48][CH:47]=[CH:46][N:45]=1>>[Cl:29][C:19]1[C:20]2[C:26]([F:27])=[CH:25][CH:24]=[C:23]([F:28])[C:21]=2[S:22][C:18]=1[C:16]([N:15]([CH2:30][C:31]1[CH:32]=[C:33]([C:44]2[CH:49]=[CH:48][CH:47]=[CH:46][N:45]=2)[CH:34]=[CH:35][C:36]=1[O:37][CH3:38])[CH:12]1[CH2:11][CH2:10][CH:9]([N:8]([CH3:42])[C:1](=[O:2])[O:3][C:4]([CH3:6])([CH3:5])[CH3:7])[CH2:14][CH2:13]1)=[O:17]. Procedure: Boronic acid 9 (500 mg, 0.80 mmol) is coupled to 2-bromopyridine (77 μL, 0.80 mmol) using Method B to give the title compound. As a reaction SMILES: [OH-].[Na+].[OH:3][C:4]1[C:13]2[C:8](=[CH:9][CH:10]=[CH:11][CH:12]=2)[C:7]([C:14]2[CH:19]=[CH:18][CH:17]=[CH:16][CH:15]=2)=[N:6][N:5]=1.[CH2:20]([NH:27][C:28](=[O:31])[CH2:29]Br)[C:21]1[CH:26]=[CH:25][CH:24]=[CH:23][CH:22]=1>C(O)C>[O:3]=[C:4]1[C:13]2[C:8](=[CH:9][CH:10]=[CH:11][CH:12]=2)[C:7]([C:14]2[CH:19]=[CH:18][CH:17]=[CH:16][CH:15]=2)=[N:6][N:5]1[CH2:29][C:28]([NH:27][CH2:20][C:21]1[CH:26]=[CH:25][CH:24]=[CH:23][CH:22]=1)=[O:31] |f:0.1|. Procedure: 1N NaOH (4.5 mmol) is added to 1-hydroxy-4-phenyl-phthalazine (1 g, 4.5 mmol) in ethanol (20 ml). After 15 minutes, N-benzyl bromoacetamide (1.32 g, 4.5 mmol) is added, the reaction mixture is diluted with ethanol (20 ml) and is stirred overnight. Filtration followed by washing with ethanol (50 ml) and then with water (50 ml) yields the title compound (0.67 g). (R1=benzyl, R2=phenyl, A=benzene, Y1=—CH2—C(O)—NH—, m=0, p=0). Reactants: [OH-].[Na+] (NaOH), OC1=NN=C(C2=CC=CC=C12)C1=CC=CC=C1 (1-hydroxy-4-phenyl-phthalazine), C(C1=CC=CC=C1)NC(CBr)=O (N-benzyl bromoacetamide). Product: O=C1N(N=C(C2=CC=CC=C12)C1=CC=CC=C1)CC(=O)NCC1=CC=CC=C1 (2-(1-Oxo-4-phenylphthalazin-2-yl)-N-benzylethanamide). Reaction conditions: time 15 minute. Isolated yield 40.3%. Solvent: C(C)O (ethanol), C(C)O (ethanol). Reactants: C1(=CC=CC=C1)C=1C(NC2=CC=CC=C2C1C(=O)OC(C)C)=O (isopropyl 3-phenylquinolin-2(1H)-one-4-carboxylate), COC=1C=CC(=CC1)P2(=S)SP(=S)(S2)C=3C=CC(=CC3)OC (Lawesson's reagent). Reaction SMILES: [C:1]1([C:7]2[C:8](=O)[NH:9][C:10]3[C:15]([C:16]=2[C:17]([O:19][CH:20]([CH3:22])[CH3:21])=[O:18])=[CH:14][CH:13]=[CH:12][CH:11]=3)[CH:6]=[CH:5][CH:4]=[CH:3][CH:2]=1.COC1C=CC(P2(SP(C3C=CC(OC)=CC=3)(=S)S2)=[S:33])=CC=1>>[C:1]1([C:7]2[C:8](=[S:33])[NH:9][C:10]3[C:15]([C:16]=2[C:17]([O:19][CH:20]([CH3:22])[CH3:21])=[O:18])=[CH:14][CH:13]=[CH:12][CH:11]=3)[CH:6]=[CH:5][CH:4]=[CH:3][CH:2]=1. Reported procedure: 307 mg (1 mmol) of isopropyl 3-phenylquinolin-2(1H)-one-4-carboxylate (Example 7) are reacted with Lawesson's reagent according to the process described in Example 5 and purified by chromatography on silica gel as indicated above (mobile phase: n-heptane/ethyl acetate=411). Product: C1(=CC=CC=C1)C=1C(NC2=CC=CC=C2C1C(=O)OC(C)C)=S (isopropyl 3-phenylquinoline-2(1H)-thione-4-carboxylate). Reactants: CC(C)Br, COc1ccc(-c2coc3cc(O)ccc3c2=O)cc1. Product: COc1ccc(-c2coc3cc(OC(C)C)ccc3c2=O)cc1. RXN SMILES: [Br:21][CH:22]([CH3:23])[CH3:24].[CH3:1][O:2][c:3]1[cH:4][cH:5][c:6](-[c:9]2[cH:10][o:11][c:12]3[cH:13][c:14]([OH:15])[cH:16][cH:17][c:18]3[c:19]2=[O:20])[cH:7][cH:8]1>>[CH3:1][O:2][c:3]1[cH:4][cH:5][c:6](-[c:9]2[cH:10][o:11][c:12]3[cH:13][c:14]([O:15][CH:22]([CH3:23])[CH3:24])[cH:16][cH:17][c:18]3[c:19]2=[O:20])[cH:7][cH:8]1. The reactants are ClC1=NN=C2N1N=C(C=C2)Cl (3,6-dichloro[1,2,4]triazolo[4,3-b]pyridazine), OCC1OCC1 (2-hydroxymethyloxetane), C([O-])([O-])=O.[K+].[K+] (potassium carbonate). Run in CN(C=O)C (N,N-dimethylformamide). Run at temperature 100 celsius, time 8 hour. Yields the product ClC1=NN=C2N1N=C(C=C2)OCC2OCC2 (3-chloro-6-(oxetan-2-ylmethoxy)[1,2,4]triazolo[4,3-b]pyridazine). RXN SMILES: [Cl:1][C:2]1[N:6]2[N:7]=[C:8](Cl)[CH:9]=[CH:10][C:5]2=[N:4][N:3]=1.[OH:12][CH2:13][CH:14]1[CH2:17][CH2:16][O:15]1.C(=O)([O-])[O-].[K+].[K+]>CN(C)C=O>[Cl:1][C:2]1[N:6]2[N:7]=[C:8]([O:12][CH2:13][CH:14]3[CH2:17][CH2:16][O:15]3)[CH:9]=[CH:10][C:5]2=[N:4][N:3]=1 |f:2.3.4|. Reported procedure: a mixture of 756 mg of commercial 3,6-dichloro[1,2,4]triazolo[4,3-b]pyridazine, 0.352 cm3 of 2-hydroxymethyloxetane and 552 mg of potassium carbonate in 8 cm3 of N,N-dimethylformamide is heated at 100° C. for 6 h and then stirred at 20° C. overnight. The reaction medium is concentrated to dryness under vacuum. The residue obtained is purified by chromatography on a Merck cartridge of 25 g of silica 15-40 μm by solid deposit, elution being carried out with a dichloromethane/methanol gradient of 1... The reactants are CC(C)Oc1cc2c(cc1Br)C(=O)CC(C)(C)O2, ClCCl, O=S(=O)(Cl)Cl. Yields the product CC(C)Oc1c(Br)cc2c(c1Cl)OC(C)(C)CC2=O. Reaction SMILES: [Br:1][c:2]1[cH:3][c:4]2[c:9]([cH:10][c:11]1[O:12][CH:13]([CH3:14])[CH3:15])[O:8][C:7]([CH3:16])([CH3:17])[CH2:6][C:5]2=[O:18].[Cl:24][CH2:25][Cl:26].[S:19]([Cl:20])(=[O:21])([Cl:22])=[O:23]>>[Br:1][c:2]1[cH:3][c:4]2[c:9]([c:10]([Cl:22])[c:11]1[O:12][CH:13]([CH3:14])[CH3:15])[O:8][C:7]([CH3:16])([CH3:17])[CH2:6][C:5]2=[O:18].